This data is from the Open Reaction Database (ORD), a public repository of structured organic reaction records. The task is: describe an organic reaction: reactants, conditions, products, and yield Starting materials: BrCC#N (2-Bromoacetonitrile), C(C)N(C(C)C)C(C)C (N-ethyl-N-isopropylpropan-2-amine), C(C)(C)(C)OC(=O)N([C@H](C(=O)O)CSSC(C)(C)C)C ((R)-2-((tert-butoxycarbonyl)(methyl)amino)-3-(tert-butyldisulfanyl)propanoic acid), C(C)(C)(C)OC(=O)N([C@H](C(=O)O)CSSC(C)(C)C)C ((R)-2-((tert-butoxycarbonyl)(methyl)amino)-3-(tert-butyldisulfanyl)propanoic acid), [Cl-].[NH4+] (ammonium chloride). Run in CN(C=O)C (N,N-dimethylformamide). Reaction conditions: time 30 minute. The product is C(C)(C)(C)OC(=O)N([C@H](C(=O)OCC#N)CSSC(C)(C)C)C ((R)-cyanomethyl 2-((tert-butoxycarbonyl)(methyl)amino)-3-(tert-butyldisulfanyl)propanoate). Isolated yield 78.6%. As a reaction SMILES: Br[CH2:2][C:3]#[N:4].C(N(C(C)C)C(C)C)C.[C:14]([O:18][C:19]([N:21]([CH3:33])[C@@H:22]([CH2:26][S:27][S:28][C:29]([CH3:32])([CH3:31])[CH3:30])[C:23]([OH:25])=[O:24])=[O:20])([CH3:17])([CH3:16])[CH3:15].[Cl-].[NH4+]>CN(C)C=O>[C:14]([O:18][C:19]([N:21]([CH3:33])[C@@H:22]([CH2:26][S:27][S:28][C:29]([CH3:32])([CH3:31])[CH3:30])[C:23]([O:25][CH2:2][C:3]#[N:4])=[O:24])=[O:20])([CH3:17])([CH3:16])[CH3:15] |f:3.4|. Reported procedure: 2-Bromoacetonitrile (0.200 ml, 2.87 mmol) and N-ethyl-N-isopropylpropan-2-amine (0.183 ml, 1.05 mmol) were added to a solution of (R)-2-((tert-butoxycarbonyl)(methyl)amino)-3-(tert-butyldisulfanyl)propanoic acid (Compound 2K-B) (309 mg, 0.955 mmol) in N,N-dimethylformamide (2.5 ml), and the mixture was stirred at room temperature for 30 minutes. A saturated aqueous ammonium chloride solution (3 ml) was added to the reaction mixture, after which the mixture was extracted with ethyl acetate and th...